From a dataset of the Open Reaction Database (ORD), a public repository of structured organic reaction records. describe an organic reaction: reactants, conditions, products, and yield Reactants: C12(CC3CC(CC(C1)C3)C2)C2=C(C=C3C=CC(=CC3=C2)C2=CC=C(C(=O)OC)C=C2)O (methyl 4-[7-(1-adamantyl)-6-hydroxy-2-naphthyl]benzoate), COCCOCCl (methoxyethoxymethyl chloride). Product: C12(CC3CC(CC(C1)C3)C2)C2=C(C=C3C=CC(=CC3=C2)C2=CC=C(C(=O)OC)C=C2)OCOCCOC (methyl 4-[7-(1-adamantyl)-6-methoxyethoxymethoxy-2-naphthyl]benzoate). The yield is 54.1%. RXN SMILES: [C:1]12([C:11]3[CH:20]=[C:19]4[C:14]([CH:15]=[CH:16][C:17]([C:21]5[CH:30]=[CH:29][C:24]([C:25]([O:27][CH3:28])=[O:26])=[CH:23][CH:22]=5)=[CH:18]4)=[CH:13][C:12]=3[OH:31])[CH2:10][CH:5]3[CH2:6][CH:7]([CH2:9][CH:3]([CH2:4]3)[CH2:2]1)[CH2:8]2.[CH3:32][O:33][CH2:34][CH2:35][O:36][CH2:37]Cl>>[C:1]12([C:11]3[CH:20]=[C:19]4[C:14]([CH:15]=[CH:16][C:17]([C:21]5[CH:22]=[CH:23][C:24]([C:25]([O:27][CH3:28])=[O:26])=[CH:29][CH:30]=5)=[CH:18]4)=[CH:13][C:12]=3[O:31][CH2:32][O:33][CH2:34][CH2:35][O:36][CH3:37])[CH2:8][CH:7]3[CH2:9][CH:3]([CH2:4][CH:5]([CH2:6]3)[CH2:10]1)[CH2:2]2. Reported procedure: Following the basic procedure of Example 12, by reacting 980 mg (2.4 mmol) of methyl 4-[7-(1-adamantyl)-6-hydroxy-2-naphthyl]benzoate with 330 μl (28.6 mmol) of methoxyethoxymethyl chloride, 650 mg (55%) of the expected compound were obtained in the form of an oil. Starting materials: O=C(O)CCCCCCCBr, COCCOCCO, Cc1ccccc1, CCOC(C)=O. Product: COCCOCCOC(=O)CCCCCCCBr. RXN SMILES: [Br:1][CH2:2][CH2:3][CH2:4][CH2:5][CH2:6][CH2:7][CH2:8][C:9](=[O:10])[OH:11].[CH3:12][O:13][CH2:14][CH2:15][O:16][CH2:17][CH2:18][OH:19].[CH3:20][c:21]1[cH:22][cH:23][cH:24][cH:25][cH:26]1.[CH3:27][CH2:28][O:29][C:30](=[O:31])[CH3:32]>>[Br:1][CH2:2][CH2:3][CH2:4][CH2:5][CH2:6][CH2:7][CH2:8][C:9](=[O:10])[O:11][CH2:18][CH2:17][O:16][CH2:15][CH2:14][O:13][CH3:12]. Starting materials: C(CC(=O)OCC=C)(=O)OCC=C (diallyl malonate), C(C=C)O (allyl alcohol). The product is C(CC(=O)OC)(=O)OC (dimethyl malonate). RXN SMILES: [C:1]([O:10][CH2:11]C=C)(=[O:9])[CH2:2][C:3]([O:5][CH2:6]C=C)=[O:4].C(O)C=C>>[C:1]([O:10][CH3:11])(=[O:9])[CH2:2][C:3]([O:5][CH3:6])=[O:4]. Reported procedure: in place of the diallyl malonate and in place of the allyl alcohol Reactants: COc1cccc(N)c1, [Cl-], Cl, O=N[O-], [Na+], O, O, O, O=S(=O)(O)O. The product is COc1cccc(NN)c1. RXN SMILES: [CH3:1][O:2][c:3]1[cH:4][c:5]([NH2:6])[cH:7][cH:8][cH:9]1.[Cl-:16].[ClH:23].[N:10]([O-:11])=[O:12].[Na+:13].[OH2:14].[OH2:15].[OH2:22].[S:17](=[O:18])(=[O:19])([OH:20])[OH:21]>>[CH3:1][O:2][c:3]1[cH:4][c:5]([NH:6][NH2:10])[cH:7][cH:8][cH:9]1. Starting materials: COC(C(CC=C)NC(=O)OC(C)(C)C)=O (2-tert-butoxycarbonylamino-pent-4-enoic acid methyl ester), CC1=NC2=CC=CC=C2C(=C1)COC1=CC=C(C=NO)C=C1 (4-(2-methyl-quinolin-4-ylmethoxy)-benzaldehyde oxime). Product: COC(C(CC1CC(=NO1)C1=CC=C(C=C1)OCC1=CC(=NC2=CC=CC=C12)C)NC(=O)OC(C)(C)C)=O (2-tert-butoxycarbonylamino-3-{3-[4-(2-methyl-quinolin-4-ylmethoxy)-phenyl]-4,5-dihydro-isoxazol-5-yl}-propionic acid methyl ester). Yield: 65.0%. RXN SMILES: [CH3:1][O:2][C:3](=[O:16])[CH:4]([NH:8][C:9]([O:11][C:12]([CH3:15])([CH3:14])[CH3:13])=[O:10])[CH2:5][CH:6]=[CH2:7].[CH3:17][C:18]1[CH:27]=[C:26]([CH2:28][O:29][C:30]2[CH:38]=[CH:37][C:33]([CH:34]=[N:35][OH:36])=[CH:32][CH:31]=2)[C:25]2[C:20](=[CH:21][CH:22]=[CH:23][CH:24]=2)[N:19]=1>>[CH3:1][O:2][C:3](=[O:16])[CH:4]([NH:8][C:9]([O:11][C:12]([CH3:15])([CH3:14])[CH3:13])=[O:10])[CH2:5][CH:6]1[O:36][N:35]=[C:34]([C:33]2[CH:32]=[CH:31][C:30]([O:29][CH2:28][C:26]3[C:25]4[C:20](=[CH:21][CH:22]=[CH:23][CH:24]=4)[N:19]=[C:18]([CH3:17])[CH:27]=3)=[CH:38][CH:37]=2)[CH2:7]1. Procedure: Following a procedure analogous to that used in Example step 1c, but using the product from step 8b and 4-(2-methyl-quinolin-4-ylmethoxy)-benzaldehyde oxime from step 1b, the crude product was prepared and purified by FCC on silica gel eluting ethyl acetate:hexanes (gradient) to give 2-tert-butoxycarbonylamino-3-{3-[4-(2-methyl-quinolin-4-ylmethoxy)-phenyl]-4,5-dihydro-isoxazol-5-yl}-propionic acid methyl ester (1.15 g, 65%) as an oil. MS found: (M+H)+=520. Starting materials: C1CCOC1, COC(=O)c1cnc(N2CCC(=NOC3CCN(C(=O)OC(C)C)CC3)CC2)nc1C(F)(F)F, Cl, [Na+], [OH-]. Product: CC(C)OC(=O)N1CCC(ON=C2CCN(c3ncc(C(=O)O)c(C(F)(F)F)n3)CC2)CC1. Reaction SMILES: [CH2:35]1[O:36][CH2:37][CH2:38][CH2:39]1.[CH3:1][O:2][C:3](=[O:4])[c:5]1[c:6]([C:31]([F:32])([F:33])[F:34])[n:7][c:8]([N:11]2[CH2:12][CH2:13][C:14](=[N:17][O:18][CH:19]3[CH2:20][CH2:21][N:22]([C:25](=[O:26])[O:27][CH:28]([CH3:29])[CH3:30])[CH2:23][CH2:24]3)[CH2:15][CH2:16]2)[n:9][cH:10]1.[ClH:42].[Na+:41].[OH-:40]>>[O:2]=[C:3]([OH:4])[c:5]1[c:6]([C:31]([F:32])([F:33])[F:34])[n:7][c:8]([N:11]2[CH2:12][CH2:13][C:14](=[N:17][O:18][CH:19]3[CH2:20][CH2:21][N:22]([C:25](=[O:26])[O:27][CH:28]([CH3:29])[CH3:30])[CH2:23][CH2:24]3)[CH2:15][CH2:16]2)[n:9][cH:10]1. Starting materials: [N+](=O)([O-])C=1C=C(C=CC1)O (3-nitrophenol), C(C)(C)N(CC)C(C)C (diisopropylethylamine), ClC=1N=C(C2=C(N1)C=CO2)Cl (2,4-dichlorofuro[3,2-d]pyrimidine). The solvent is CO (methanol). Conditions: time 24 hour. Product: ClC=1N=C(C2=C(N1)C=CO2)OC2=CC(=CC=C2)[N+](=O)[O-] (2-chloro-4-(3-nitrophenoxy)-furo[3,2-d]pyrimidine). Isolated yield 63.7%. RXN SMILES: [Cl:1][C:2]1[N:3]=[C:4](Cl)[C:5]2[O:10][CH:9]=[CH:8][C:6]=2[N:7]=1.[N+:12]([C:15]1[CH:16]=[C:17]([OH:21])[CH:18]=[CH:19][CH:20]=1)([O-:14])=[O:13].C(N(C(C)C)CC)(C)C>CO>[Cl:1][C:2]1[N:3]=[C:4]([O:21][C:17]2[CH:18]=[CH:19][CH:20]=[C:15]([N+:12]([O-:14])=[O:13])[CH:16]=2)[C:5]2[O:10][CH:9]=[CH:8][C:6]=2[N:7]=1. Reported procedure: 6.4 g (33.9 mmol) of 2,4-dichlorofuro[3,2-d]pyrimidine (see: International Publication Number WO 2008073785 and WO 2008152394) was dissolved in 32 mL of methanol, and 5.7 g (40.6 mmol) of 3-nitrophenol and 12 mL (67.7 mmol) of diisopropylethylamine were added thereto, and stirred for 24 hours at room temperature. Upon the completion of the reaction, the resulting solid was filtered and dried over under a reduced pressure to obtain 6.3 g of the title compound (yield: 64%). Starting materials: CC[N-]CC, CC[N-]CC, CC[N-]CC, CC[N-]CC, Cc1ccccc1, [Cl-], [Cl-], [Cl-], [Cl-], [Ti+4], [Ti+4]. Product: CC[N-]CC, CC[N-]CC, Cl[Ti+2]Cl. As a reaction SMILES: [CH2:11]([N-:12][CH2:13][CH3:14])[CH3:15].[CH2:16]([N-:17][CH2:18][CH3:19])[CH3:20].[CH2:1]([CH3:2])[N-:3][CH2:4][CH3:5].[CH2:6]([CH3:7])[N-:8][CH2:9][CH3:10].[CH3:27][c:28]1[cH:29][cH:30][cH:31][cH:32][cH:33]1.[Cl-:22].[Cl-:23].[Cl-:24].[Cl-:25].[Ti+4:21].[Ti+4:26]>>[CH2:1]([CH3:2])[N-:3][CH2:4][CH3:5].[CH2:6]([CH3:7])[N-:8][CH2:9][CH3:10].[Ti+2:21]([Cl:22])[Cl:23]. RXN SMILES: [Cl:1][c:2]1[cH:3][cH:4][c:5]([CH2:6][CH2:7][NH:8][C:9](=[O:10])[c:11]2[cH:12][cH:13][c:14]([O:15][c:16]3[c:17]([CH2:30][N:31]([CH3:32])[CH3:33])[cH:18][c:19]([CH2:22][C:23](=[O:24])[O:25][C:26]([CH3:27])([CH3:28])[CH3:29])[cH:20][cH:21]3)[cH:34][cH:35]2)[cH:36][cH:37]1.[Cl:45][CH2:46][Cl:47].[F:38][C:39]([F:40])([F:41])[C:42]([OH:43])=[O:44]>>[Cl:1][c:2]1[cH:3][cH:4][c:5]([CH2:6][CH2:7][NH:8][C:9](=[O:10])[c:11]2[cH:12][cH:13][c:14]([O:15][c:16]3[c:17]([CH2:30][N:31]([CH3:32])[CH3:33])[cH:18][c:19]([CH2:22][C:23](=[O:24])[OH:25])[cH:20][cH:21]3)[cH:34][cH:35]2)[cH:36][cH:37]1. Product: CN(C)Cc1cc(CC(=O)O)ccc1Oc1ccc(C(=O)NCCc2ccc(Cl)cc2)cc1. The reactants are CN(C)Cc1cc(CC(=O)OC(C)(C)C)ccc1Oc1ccc(C(=O)NCCc2ccc(Cl)cc2)cc1, ClCCl, O=C(O)C(F)(F)F.